Task: describe an organic reaction: reactants, conditions, products, and yield. Dataset: the Open Reaction Database (ORD), a public repository of structured organic reaction records Starting materials: CC1(C)Oc2ccc(C#N)cc2C(N2CCNC2=NC#N)C1O, O=C([O-])[O-], CI, CN(C)C=O, [K+], [K+], O. Product: CN1CCN(C2c3cc(C#N)ccc3OC(C)(C)C2O)C1=NC#N. As a reaction SMILES: [C:1](#[N:2])[N:3]=[C:4]1[N:5]([CH:9]2[CH:10]([OH:23])[C:11]([CH3:21])([CH3:22])[O:12][c:13]3[c:14]2[cH:15][c:16]([C:19]#[N:20])[cH:17][cH:18]3)[CH2:6][CH2:7][NH:8]1.[C:24](=[O:25])([O-:26])[O-:27].[CH3:30][I:31].[CH3:33][N:34]([CH3:35])[CH:36]=[O:37].[K+:28].[K+:29].[OH2:32]>>[C:1](#[N:2])[N:3]=[C:4]1[N:5]([CH:9]2[CH:10]([OH:23])[C:11]([CH3:21])([CH3:22])[O:12][c:13]3[c:14]2[cH:15][c:16]([C:19]#[N:20])[cH:17][cH:18]3)[CH2:6][CH2:7][N:8]1[CH3:24]. Starting materials: CN1C(OC[C@H]1CC1=CC=CC=C1)=O.C(#N)CC[C@@H](C(=O)[O-])CC(=O)[O-] (Methyl 4(R)-Benzyl-2-oxazolidinone 2(R)-(2-cyanoethyl)succinate), CO (CH3OH). Reagents/catalysts: O=[Pt]=O (PtO2). The solvent is C(Cl)(Cl)Cl (CHCl3). Reaction conditions: time 3 hour. The product is CN1C(OC[C@H]1CC1=CC=CC=C1)=O.NCCC[C@@H](C(=O)[O-])CC(=O)[O-] (Methyl 4(R)-Benzyl-2-oxazolidinone 2(R)-(3-aminopropyl)succinate). RXN SMILES: [CH3:1][N:2]1[C@H:6]([CH2:7][C:8]2[CH:13]=[CH:12][CH:11]=[CH:10][CH:9]=2)[CH2:5][O:4][C:3]1=[O:14].[C:15]([CH2:17][CH2:18][C@H:19]([CH2:23][C:24]([O-:26])=[O:25])[C:20]([O-:22])=[O:21])#[N:16].CO>O=[Pt]=O.C(Cl)(Cl)Cl>[CH3:1][N:2]1[C@H:6]([CH2:7][C:8]2[CH:9]=[CH:10][CH:11]=[CH:12][CH:13]=2)[CH2:5][O:4][C:3]1=[O:14].[NH2:16][CH2:15][CH2:17][CH2:18][C@H:19]([CH2:23][C:24]([O-:26])=[O:25])[C:20]([O-:22])=[O:21] |f:0.1,5.6|. Procedure: A mixture of 71 (2.0 g, 5.8 mmol), PtO2 (0.8 g), CH3OH (50 mL), and CHCl3 (5 mL) were shaken on the Parr apparatus under a hydrogen atmosphere (60 PSI) at ambient temperature for 3 hours. The reaction mixture was filtered through a celite pad and then concentrated to furnish the crude amine HCl 72 as a yellow oil. Reactants: ClC1=NSC(=C1CO)C1=CC=CC=C1 ((3-chloro-5-phenyl-1,2-thiazol-4-yl)methanol), CS(=O)(=O)Cl (MsCl), TEA. Run in ClCCl (dichloromethane). Reaction conditions: temperature 20 celsius, time 1 hour. The product is ClC1=NSC(=C1CCl)C1=CC=CC=C1 (3-chloro-4-(chloromethyl)-5-phenyl-1,2-thiazole). As a reaction SMILES: [Cl:1][C:2]1[C:6]([CH2:7]O)=[C:5]([C:9]2[CH:14]=[CH:13][CH:12]=[CH:11][CH:10]=2)[S:4][N:3]=1.CS([Cl:19])(=O)=O>ClCCl>[Cl:1][C:2]1[C:6]([CH2:7][Cl:19])=[C:5]([C:9]2[CH:14]=[CH:13][CH:12]=[CH:11][CH:10]=2)[S:4][N:3]=1. Procedure: Into a 25-mL round-bottom flask, was placed (3-chloro-5-phenyl-1,2-thiazol-4-yl)methanol (80 mg, 0.34 mmol, 1.00 equiv, 97%), MsCl (81.6 mg, 0.72 mmol, 2.00 equiv), TEA (107.7 mg, 1.06 mmol, 3.00 equiv), dichloromethane (1.5 mL). The resulting solution was stirred for 1 h at 20° C. The reaction was then quenched by the addition of 5 mL of water. The resulting solution was extracted with 3×5 mL of ethyl acetate and the organic layers combined and dried over anhydrous sodium sulfate. The solids we...